Task: describe an organic reaction: reactants, conditions, products, and yield. Dataset: the Open Reaction Database (ORD), a public repository of structured organic reaction records Product: O=Cc1ccc(-c2ccc(Cl)cc2)cc1. Reaction SMILES: [Br:11][c:12]1[cH:13][cH:14][c:15]([CH:16]=[O:17])[cH:18][cH:19]1.[CH2:20]([CH2:21][O:22][CH3:23])[O:24][CH3:25].[Cl:1][c:2]1[cH:3][cH:4][c:5]([B:8]([OH:9])[OH:10])[cH:6][cH:7]1>>[Cl:1][c:2]1[cH:3][cH:4][c:5](-[c:12]2[cH:13][cH:14][c:15]([CH:16]=[O:17])[cH:18][cH:19]2)[cH:6][cH:7]1. The reactants are O=Cc1ccc(Br)cc1, COCCOC, OB(O)c1ccc(Cl)cc1. Starting materials: carboxylic acids, C(C=C)N (allylamine), ClC=1C(N(N=CC1NCC1=CC=C(C=C1)C(=O)O)C(C)(C)C)=O (4-chloro-5-(4-carboxybenzylamino)-2-t-butyl-3(2H)pyridazinone), amines. Yields the product ClC=1C(N(N=CC1NCC1=CC=C(C=C1)C(=O)NCC=C)C(C)(C)C)=O (4-Chloro-5-(4-allylaminocarbonylbenzylamino)-2-t-butyl-3(2H)pyridazinone). As a reaction SMILES: [Cl:1][C:2]1[C:3](=[O:23])[N:4]([C:19]([CH3:22])([CH3:21])[CH3:20])[N:5]=[CH:6][C:7]=1[NH:8][CH2:9][C:10]1[CH:15]=[CH:14][C:13]([C:16]([OH:18])=O)=[CH:12][CH:11]=1.[CH2:24]([NH2:27])[CH:25]=[CH2:26]>>[Cl:1][C:2]1[C:3](=[O:23])[N:4]([C:19]([CH3:20])([CH3:22])[CH3:21])[N:5]=[CH:6][C:7]=1[NH:8][CH2:9][C:10]1[CH:11]=[CH:12][C:13]([C:16]([NH:27][CH2:24][CH:25]=[CH2:26])=[O:18])=[CH:14][CH:15]=1. Reported procedure: The compounds as identified in Table 13 were prepared in the synthetic manner and after-treatment similar to those in Example 6 except that the carboxylic acids with R1, R2, R3, Y1, Y2 and Y3 as identified in Table 13 were used instead of the starting 4-chloro-5-(4-carboxybenzylamino)-2-t-butyl-3(2H)pyridazinone used in Example 6, and the amines with Y1, Y2 and Y3 as identified in Table 13 were used instead of the starting allylamine. In the NMR data, only the characteristic absorptions are give... Starting materials: CC1=C2C(C(NC2=C(C=C1OC)C)=O)SC (4,7-dimethyl-5-methoxy-3-(methylthio)-1,3-dihydro-2H-indol-2-one), C1(=CC=CC=C1)P(C1=CC=CC=C1)C1=CC=CC=C1 (triphenylphosphine), O.C=1(C(=CC=CC1)S(=O)(=O)O)C (toluenesulfonic acid monohydrate), O (water). Run in ClCCl (dichloromethane). Reaction conditions: time 3 hour. Product: CC1=C2CC(NC2=C(C=C1OC)C)=O (4,7-Dimethyl-5-methoxy-1,3-dihydro-2H-indol-2-one). Isolated yield 86.5%. Reaction SMILES: [CH3:1][C:2]1[C:10]([O:11][CH3:12])=[CH:9][C:8]([CH3:13])=[C:7]2[C:3]=1[CH:4](SC)[C:5](=[O:14])[NH:6]2.C1(P(C2C=CC=CC=2)C2C=CC=CC=2)C=CC=CC=1.O.C1(C)C(S(O)(=O)=O)=CC=CC=1.O>ClCCl>[CH3:1][C:2]1[C:10]([O:11][CH3:12])=[CH:9][C:8]([CH3:13])=[C:7]2[C:3]=1[CH2:4][C:5](=[O:14])[NH:6]2 |f:2.3|. Procedure details: To a solution of 4,7-dimethyl-5-methoxy-3-(methylthio)-1,3-dihydro-2H-indol-2-one (17.8 g, 75 mmol) in dichloromethane (350 ml) were added triphenylphosphine (23.6 g, 90 mmol) and toluenesulfonic acid monohydrate (17.1 g, 90 mmol) at room temperature and stirred for 3 hours. The reaction mixture was poured into a cold water, and the precipitated crystals were collected by filtration. After washing with dichloromethane and water, 12.4 g of the title compound was obtained. Starting materials: C(\C=C\C(=O)O)(=O)O.N1(N=CN=C1)CCCNC1=NC2=CC=CC=3C2=C1C=CC3 (N-(3-(1H-1,2,4-triazol-1-yl)propyl)benz(cd)indol-2-amine fumarate), C(C)(=O)OC(C)=O (acetic anhydride). The solvent is N1=CC=CC=C1 (pyridine). Reaction conditions: temperature -10 celsius. The product is N1=C(C2=C3C(C=CC=C13)=CC=C2)N(C(C)=O)CCCN2N=CN=C2 (N-Benz(cd)indol-2-yl N-(3-(1H-1,2,4-triazol-1-yl)propyl)acetamide). RXN SMILES: C(O)(=O)/C=[CH:3]/[C:4](O)=[O:5].[N:9]1([CH2:14][CH2:15][CH2:16][NH:17][C:18]2[C:26]3[CH:27]=[CH:28][CH:29]=[C:24]4[C:25]=3[C:20](=[CH:21][CH:22]=[CH:23]4)[N:19]=2)[CH:13]=[N:12][CH:11]=[N:10]1.C(OC(=O)C)(=O)C>N1C=CC=CC=1>[N:19]1[C:20]2[C:25]3[C:24](=[CH:29][CH:28]=[CH:27][C:26]=3[C:18]=1[N:17]([CH2:16][CH2:15][CH2:14][N:9]1[CH:13]=[N:12][CH:11]=[N:10]1)[C:4](=[O:5])[CH3:3])[CH:23]=[CH:22][CH:21]=2 |f:0.1|. Procedure: Three and three-tenths grams of the free base of Example 69 and 10 ml of acetic anhydride were added to 5 ml of pyridine, and the mixture then refluxed for 15 minutes. The volatiles were removed in vacuo and the residue partitioned between 100 ml of dichloromethane and 100 ml of saturated NaHCO3 solution. The dichloromethane layer was dried over MgSO4. The dichloromethane solution was heated to boiling and hexane added until turbidity resulted (about 300 ml). The mixture was then cooled at -10° ... Reactants: ClC1=CC=C(C=C1)S(=O)(=O)N([C@@H](CCCS(=O)(=O)NC)C)C1=C(C=CC(=C1)Cl)Cl (4-chloro-N-[2,5-dichlorophenyl]-N-[4 [(methylamino)sulfonyl]-1(R)-methylbutyl]benzenesulfonamide), C(CCCC)S(=O)(=O)Cl (pentylsulfonyl chloride), C(C(C)C)N (iso-butylamine). Yields the product ClC1=CC=C(C=C1)S(=O)(=O)N([C@@H](CCCS(=O)(=O)NCC(C)C)C)C1=C(C=CC(=C1)Cl)Cl (4-chloro-N-[2,5-dichlorophenyl]-N-[4-[(2-methylpropyl amino)sulfonyl]-1(R)-methylbutyl]benzenesulfonamide). Yield: 66.0%. As a reaction SMILES: [Cl:1][C:2]1[CH:7]=[CH:6][C:5]([S:8]([N:11]([C:22]2[CH:27]=[C:26]([Cl:28])[CH:25]=[CH:24][C:23]=2[Cl:29])[C@H:12]([CH3:21])[CH2:13][CH2:14][CH2:15][S:16]([NH:19][CH3:20])(=[O:18])=[O:17])(=[O:10])=[O:9])=[CH:4][CH:3]=1.[CH2:30](S(Cl)(=O)=O)[CH2:31][CH2:32]CC.C(N)C(C)C>>[Cl:1][C:2]1[CH:7]=[CH:6][C:5]([S:8]([N:11]([C:22]2[CH:27]=[C:26]([Cl:28])[CH:25]=[CH:24][C:23]=2[Cl:29])[C@H:12]([CH3:21])[CH2:13][CH2:14][CH2:15][S:16]([NH:19][CH2:20][CH:31]([CH3:32])[CH3:30])(=[O:17])=[O:18])(=[O:10])=[O:9])=[CH:4][CH:3]=1. Procedure details: 4-chloro-N-[2,5-dichlorophenyl]-N-[4-[(2-methylpropyl amino)sulfonyl]-1(R)-methylbutyl]benzenesulfonamide was prepared analogous to 4-chloro-N-[2,5-dichlorophenyl]-N-[4 [(methylamino)sulfonyl]-1(R)-methylbutyl]benzenesulfonamide by reacting (4R)-4-[2,5-dichlorophenyl][4-chlorophenyl)sulfonyl]-amino]pentylsulfonyl chloride with iso-butylamine. Yield=66%; MS (ESI+), 541 (M+H)+.